The task is: describe an organic reaction: reactants, conditions, products, and yield. This data is from the Open Reaction Database (ORD), a public repository of structured organic reaction records. Reactants: CC1CN(CCC1)CC=1C=C(OCCCN)C=CC1 (3-[3-(3-methylpiperidinomethyl)phenoxy]propylamine), anhydride, C(C1=C[N+](=CC=C1)[O-])(=O)O (nicotinic acid 1-oxide). Run in C(C)#N (acetonitrile). Reaction conditions: time 2 hour. Yields the product CC1CN(CCC1)CC=1C=C(OCCCNC(=O)C=2C=[N+](C=CC2)[O-])C=CC1 (N-[3-[3-(3-methylpiperidinomethyl)phenoxy]propyl]-3-pyridinecarboxamide 1-oxide), product. Reaction SMILES: [CH3:1][CH:2]1[CH2:7][CH2:6][CH2:5][N:4]([CH2:8][C:9]2[CH:10]=[C:11]([CH:17]=[CH:18][CH:19]=2)[O:12][CH2:13][CH2:14][CH2:15][NH2:16])[CH2:3]1.[C:20](O)(=[O:28])[C:21]1[CH:26]=[CH:25][CH:24]=[N+:23]([O-:27])[CH:22]=1>C(#N)C>[CH3:1][CH:2]1[CH2:7][CH2:6][CH2:5][N:4]([CH2:8][C:9]2[CH:10]=[C:11]([CH:17]=[CH:18][CH:19]=2)[O:12][CH2:13][CH2:14][CH2:15][NH:16][C:20]([C:21]2[CH:22]=[N+:23]([O-:27])[CH:24]=[CH:25][CH:26]=2)=[O:28])[CH2:3]1. Procedure: To a solution of 0.04 mol of 3-[3-(3-methylpiperidinomethyl)phenoxy]propylamine in 40 ml of acetonitrile, 0.04 mol of the anhydride of the nicotinic acid 1-oxide is added (Synthesis, 1981, 618), then the reaction mixture is stirred for two hours at 50°-60° C. and evaporated to dryness under reduced pressure. The residue is taken up with 20 ml of concentrated sodium hydroxide and extracted 4 times with 30 ml of ethyl acetate. The organic phase is dried over anhydrous sodium sulfate, the solvent i... Starting materials: N([C@@H](C(C)C)C(=O)N[C@@H](CC1=CC=C(C=C1)OC(C)(C)C)C(=O)OC)C(=O)OCC1=CC=CC=C1 (Z-Val-Tyr(But)-OMe), Cl (hydrochloric acid), Cl (hydrochloric acid). The reagents and catalysts are Pd on-charcoal. Run in CO (methanol), [H][H] (hydrogen). Conditions: time 8 hour. The product is N[C@@H](C(C)C)C(=O)N[C@@H](CC1=CC=C(C=C1)OC(C)(C)C)C(=O)OC.Cl (H-Val-Tyr(But)-OMe.HCl). RXN SMILES: [NH:1](C(OCC1C=CC=CC=1)=O)[C@H:2]([C:6]([NH:8][C@H:9]([C:22]([O:24][CH3:25])=[O:23])[CH2:10][C:11]1[CH:16]=[CH:15][C:14]([O:17][C:18]([CH3:21])([CH3:20])[CH3:19])=[CH:13][CH:12]=1)=[O:7])[CH:3]([CH3:5])[CH3:4].[ClH:36]>CO.[H][H]>[NH2:1][C@H:2]([C:6]([NH:8][C@H:9]([C:22]([O:24][CH3:25])=[O:23])[CH2:10][C:11]1[CH:12]=[CH:13][C:14]([O:17][C:18]([CH3:19])([CH3:20])[CH3:21])=[CH:15][CH:16]=1)=[O:7])[CH:3]([CH3:5])[CH3:4].[ClH:36] |f:4.5|. Procedure: Pd-on-charcoal catalyst is added to a solution of 65 g (0.134 mole) of Z-Val-Tyr(But)-OMe in 300 ml of methanol and hydrogen is passed through the solution at pH 4.5 (autotitrator) while stirring and adding approx. 2 N methanolic hydrochloric acid, until no further methanolic hydrochloric acid is taken up. The catalyst is then filtered off and the filtrate is concentrated. The residue is triturated with ether, in the course of which the substance dissolves and, after standing overnight at 4°, pr... Run in O (water). Conditions: temperature 160 celsius. Procedure details: A mixture of 2-amino-5-(1-imidazolyl)benzamide (12.0 g) and formamide (30 ml) was heated at 160° C. for 3 hours. The mixture was cooled and added to water. The precipitate was filtered off and washed with water to give 6-(1-imidazolyl)-3,4-dihydroquinazolin-4-one (7.5 g); NMR Spectrum: (CD3SOCD3) 7.15 (s, 1H), 7.80 (s, 1H), 7.90 (s, 1H), 8.13 (m, 2H), 8.26 (d, 1H), 8.41 (s, 1H); Reactants: NC1=C(C(=O)N)C=C(C=C1)N1C=NC=C1 (2-amino-5-(1-imidazolyl)benzamide), C(=O)N (formamide). As a reaction SMILES: [NH2:1][C:2]1[CH:10]=[CH:9][C:8]([N:11]2[CH:15]=[CH:14][N:13]=[CH:12]2)=[CH:7][C:3]=1[C:4]([NH2:6])=[O:5].[CH:16](N)=O>O>[N:11]1([C:8]2[CH:7]=[C:3]3[C:2](=[CH:10][CH:9]=2)[N:1]=[CH:16][NH:6][C:4]3=[O:5])[CH:15]=[CH:14][N:13]=[CH:12]1. The product is N1(C=NC=C1)C=1C=C2C(NC=NC2=CC1)=O (6-(1-imidazolyl)-3,4-dihydroquinazolin-4-one). The reactants are CO, O=C[O-], Cc1cccc(-c2[nH]c(Cc3ccc(F)c([N+](=O)[O-])c3)nc2-c2ccc3ncccc3c2)n1, [NH4+]. The product is Cc1cccc(-c2[nH]c(Cc3ccc(F)c(N)c3)nc2-c2ccc3ncccc3c2)n1. As a reaction SMILES: [CH3:38][OH:39].[CH:34]([O-:35])=[O:36].[F:1][c:2]1[c:3]([N+:31]([O-:32])=[O:33])[cH:4][c:5]([CH2:6][c:7]2[nH:8][c:9](-[c:22]3[n:23][c:24]([CH3:28])[cH:25][cH:26][cH:27]3)[c:10](-[c:12]3[cH:13][c:14]4[cH:15][cH:16][cH:17][n:18][c:19]4[cH:20][cH:21]3)[n:11]2)[cH:29][cH:30]1.[NH4+:37]>>[F:1][c:2]1[c:3]([NH2:31])[cH:4][c:5]([CH2:6][c:7]2[nH:8][c:9](-[c:22]3[n:23][c:24]([CH3:28])[cH:25][cH:26][cH:27]3)[c:10](-[c:12]3[cH:13][c:14]4[cH:15][cH:16][cH:17][n:18][c:19]4[cH:20][cH:21]3)[n:11]2)[cH:29][cH:30]1. Reactants: COc1ncccc1-c1cc(C(O)c2ccnc(Cl)c2)c(OC)c(C(C)(C)C)c1, ClCCl, O=[Mn]=O. Yields the product COc1ncccc1-c1cc(C(=O)c2ccnc(Cl)c2)c(OC)c(C(C)(C)C)c1. As a reaction SMILES: [C:1]([CH3:2])([CH3:3])([CH3:4])[c:5]1[c:6]([O:28][CH3:29])[c:7]([CH:19]([OH:20])[c:21]2[cH:22][c:23]([Cl:27])[n:24][cH:25][cH:26]2)[cH:8][c:9](-[c:11]2[c:12]([O:17][CH3:18])[n:13][cH:14][cH:15][cH:16]2)[cH:10]1.[Cl:30][CH2:31][Cl:32].[O:33]=[Mn:34]=[O:35]>>[C:1]([CH3:2])([CH3:3])([CH3:4])[c:5]1[c:6]([O:28][CH3:29])[c:7]([C:19](=[O:20])[c:21]2[cH:22][c:23]([Cl:27])[n:24][cH:25][cH:26]2)[cH:8][c:9](-[c:11]2[c:12]([O:17][CH3:18])[n:13][cH:14][cH:15][cH:16]2)[cH:10]1. Reactants: C1CCOC1, COC(=O)C=Cc1cc(CC(=O)N(C)CCc2ccccc2)ccc1OCc1ccccc1, CO, [Li+], [OH-], O, O. The product is CN(CCc1ccccc1)C(=O)Cc1ccc(OCc2ccccc2)c(C=CC(=O)O)c1. RXN SMILES: [CH2:39]1[O:40][CH2:41][CH2:42][CH2:43]1.[CH3:1][N:2]([C:3]([CH2:4][c:5]1[cH:6][c:7]([CH:19]=[CH:20][C:21](=[O:22])[O:23][CH3:24])[c:8]([O:11][CH2:12][c:13]2[cH:14][cH:15][cH:16][cH:17][cH:18]2)[cH:9][cH:10]1)=[O:25])[CH2:26][CH2:27][c:28]1[cH:29][cH:30][cH:31][cH:32][cH:33]1.[CH3:37][OH:38].[Li+:35].[OH-:34].[OH2:36].[OH2:44]>>[CH3:1][N:2]([C:3]([CH2:4][c:5]1[cH:6][c:7]([CH:19]=[CH:20][C:21](=[O:22])[OH:23])[c:8]([O:11][CH2:12][c:13]2[cH:14][cH:15][cH:16][cH:17][cH:18]2)[cH:9][cH:10]1)=[O:25])[CH2:26][CH2:27][c:28]1[cH:29][cH:30][cH:31][cH:32][cH:33]1. The reactants are O=C([O-])[O-], CC(=O)[O-], CC(=O)[O-], COC(=O)c1cc(Cl)cc2c1NC(c1cccc(Br)c1)C(C)(C)C2, Cc1ccccc1, Clc1ccc(N2CCNCC2)cc1, Cl, [Cs+], [Cs+], [Pd+2]. Product: COC(=O)c1cc(Cl)cc2c1NC(c1cccc(N3CCN(c4ccc(Cl)cc4)CC3)c1)C(C)(C)C2. As a reaction SMILES: [C:25](=[O:26])([O-:27])[O-:28].[C:52]([O-:53])(=[O:54])[CH3:55].[C:57]([O-:58])(=[O:59])[CH3:60].[CH3:1][O:2][C:3](=[O:4])[c:5]1[cH:6][c:7]([Cl:24])[cH:8][c:9]2[c:14]1[NH:13][CH:12]([c:15]1[cH:16][c:17]([Br:21])[cH:18][cH:19][cH:20]1)[C:11]([CH3:22])([CH3:23])[CH2:10]2.[CH3:45][c:46]1[cH:47][cH:48][cH:49][cH:50][cH:51]1.[Cl:32][c:33]1[cH:34][cH:35][c:36]([N:39]2[CH2:40][CH2:41][NH:42][CH2:43][CH2:44]2)[cH:37][cH:38]1.[ClH:31].[Cs+:29].[Cs+:30].[Pd+2:56]>>[CH3:1][O:2][C:3](=[O:4])[c:5]1[cH:6][c:7]([Cl:24])[cH:8][c:9]2[c:14]1[NH:13][CH:12]([c:15]1[cH:16][c:17]([N:42]3[CH2:41][CH2:40][N:39]([c:36]4[cH:35][cH:34][c:33]([Cl:32])[cH:38][cH:37]4)[CH2:44][CH2:43]3)[cH:18][cH:19][cH:20]1)[C:11]([CH3:22])([CH3:23])[CH2:10]2. The reactants are COC(=O)C1CC(C#N)(c2cccc(F)c2)CCC1=O, CS(C)=O, O. Yields the product N#CC1(c2cccc(F)c2)CCC(=O)CC1. As a reaction SMILES: [C:1](#[N:2])[C:3]1([c:14]2[cH:15][c:16]([F:20])[cH:17][cH:18][cH:19]2)[CH2:4][CH:5]([C:10]([O:11][CH3:12])=[O:13])[C:6](=[O:9])[CH2:7][CH2:8]1.[CH3:22][S:23]([CH3:24])=[O:25].[OH2:21]>>[C:1](#[N:2])[C:3]1([c:14]2[cH:15][c:16]([F:20])[cH:17][cH:18][cH:19]2)[CH2:4][CH2:5][C:6](=[O:9])[CH2:7][CH2:8]1.